Dataset: the Open Reaction Database (ORD), a public repository of structured organic reaction records. Task: describe an organic reaction: reactants, conditions, products, and yield The reactants are C(C1=CC=CC=C1)N(CCC1=CC=C(C=C1)C1=CC(=C(C=C1)C(=O)OC)[N+](=O)[O-])C[C@@H](C1=CC=CC=C1)O (methyl 4′-[2-[benzyl[(2R)-2-hydroxy-2-phenylethyl]amino]ethyl]-3-nitro-4-biphenylcarboxylate), O1CCCC=C1 (dihydropyran), C1(=CC=C(C=C1)S(=O)(=O)[O-])C.[NH+]1=CC=CC=C1 (pyridinium p-toluenesulfonate), C([O-])(O)=O.[Na+] (sodium bicarbonate). Run in C(Cl)Cl (methylene chloride). Run at time 8 hour. The product is C(C1=CC=CC=C1)N(CCC1=CC=C(C=C1)C1=CC(=C(C=C1)C(=O)OC)[N+](=O)[O-])C[C@H](OC1OCCCC1)C1=CC=CC=C1 (methyl 4′-[2-[benzyl[(2R)-2-phenyl-2-(tetrahydro-2H-pyran-2-yloxy)ethyl]-amino]ethyl]-3-nitro-4-biphenylcarboxylate). RXN SMILES: [CH2:1]([N:8]([CH2:30][C@H:31]([OH:38])[C:32]1[CH:37]=[CH:36][CH:35]=[CH:34][CH:33]=1)[CH2:9][CH2:10][C:11]1[CH:16]=[CH:15][C:14]([C:17]2[CH:22]=[CH:21][C:20]([C:23]([O:25][CH3:26])=[O:24])=[C:19]([N+:27]([O-:29])=[O:28])[CH:18]=2)=[CH:13][CH:12]=1)[C:2]1[CH:7]=[CH:6][CH:5]=[CH:4][CH:3]=1.[O:39]1[CH:44]=[CH:43][CH2:42][CH2:41][CH2:40]1.C1(C)C=CC(S([O-])(=O)=O)=CC=1.[NH+]1C=CC=CC=1.C(=O)(O)[O-].[Na+]>C(Cl)Cl>[CH2:1]([N:8]([CH2:30][C@@H:31]([C:32]1[CH:37]=[CH:36][CH:35]=[CH:34][CH:33]=1)[O:38][CH:40]1[CH2:41][CH2:42][CH2:43][CH2:44][O:39]1)[CH2:9][CH2:10][C:11]1[CH:12]=[CH:13][C:14]([C:17]2[CH:22]=[CH:21][C:20]([C:23]([O:25][CH3:26])=[O:24])=[C:19]([N+:27]([O-:29])=[O:28])[CH:18]=2)=[CH:15][CH:16]=1)[C:2]1[CH:3]=[CH:4][CH:5]=[CH:6][CH:7]=1 |f:2.3,4.5|. Procedure details: To a solution of methyl 4′-[2-[benzyl[(2R)-2-hydroxy-2-phenylethyl]amino]ethyl]-3-nitro-4-biphenylcarboxylate (2.31 g) in methylene chloride (35 ml) were added dihydropyran (1.24 ml) and pyridinium p-toluenesulfonate (1.36 mg) and stirred overnight at room temperature. The mixture was poured into saturated sodium bicarbonate aqueous solution and extracted with ethyl acetate. The organic layer was washed with saturated sodium bicarbonate aqueous solution twice and brine, dried over magnesium sulf... Reactants: FC(CN1N=C(C=C1CO)C1=CC=C(C=C1)C(F)(F)F)(F)F ([2-(2,2,2-trifluoro-ethyl)-5-(4-trifluoromethyl-phenyl)-2H-pyrazol-3-yl]-methanol), CN(C(=O)N=NC(=O)N(C)C)C (N,N,N′,N′-tetramethyl azodicarboxamide), C(CCC)P(CCCC)CCCC (tributylphosphine), C(C)OC(CN1C=CC2=CC=C(C=C12)O)=O ((6-hydroxy-indol-1-yl)-acetic acid ethyl ester). Yields the product C(C)OC(CN1C=CC2=CC=C(C=C12)OCC=1N(N=C(C1)C1=CC=C(C=C1)C(F)(F)F)CC(F)(F)F)=O ({6-[2-(2,2,2-trifluoro-ethyl)-5-(4-trifluoromethyl-phenyl)-2H-pyrazol-3-ylmethoxy]-indol-1-yl}-acetic acid ethyl ester). RXN SMILES: [CH2:1]([O:3][C:4](=[O:16])[CH2:5][N:6]1[C:14]2[C:9](=[CH:10][CH:11]=[C:12]([OH:15])[CH:13]=2)[CH:8]=[CH:7]1)[CH3:2].[F:17][C:18]([F:38])([F:37])[CH2:19][N:20]1[C:24]([CH2:25]O)=[CH:23][C:22]([C:27]2[CH:32]=[CH:31][C:30]([C:33]([F:36])([F:35])[F:34])=[CH:29][CH:28]=2)=[N:21]1.CN(C)C(N=NC(N(C)C)=O)=O.C(P(CCCC)CCCC)CCC>>[CH2:1]([O:3][C:4](=[O:16])[CH2:5][N:6]1[C:14]2[C:9](=[CH:10][CH:11]=[C:12]([O:15][CH2:25][C:24]3[N:20]([CH2:19][C:18]([F:37])([F:17])[F:38])[N:21]=[C:22]([C:27]4[CH:32]=[CH:31][C:30]([C:33]([F:35])([F:36])[F:34])=[CH:29][CH:28]=4)[CH:23]=3)[CH:13]=2)[CH:8]=[CH:7]1)[CH3:2]. Procedure: In analogy to the procedure described for example 3 c], (6-hydroxy-indol-1-yl)-acetic acid ethyl ester (example 2 e]) was reacted with [2-(2,2,2-trifluoro-ethyl)-5-(4-trifluoromethyl-phenyl)-2H-pyrazol-3-yl]-methanol in the presence of N,N,N′,N′-tetramethyl azodicarboxamide and tributylphosphine to give {6-[2-(2,2,2-trifluoro-ethyl)-5-(4-trifluoromethyl-phenyl)-2H-pyrazol-3-ylmethoxy]-indol-1-yl}-acetic acid ethyl ester as colorless oil. The reactants are ClC1=CC(=CC=C1)C(=O)OO (m-chloroperbenzoic acid), COC(CCCCCOC=1C=CC2=C(N(C(=N2)SCCC)C2=CC=CC=C2)C1)=O (6-[[1-phenyl-2-propylmercapto-1H-benzimidazol-6-yl]oxy]hexanoic acid methyl ester), S(=O)([O-])OS(=O)[O-].[Na+].[Na+] (sodium disulfite). The solvent is ClCCl (dichloromethane). Conditions: temperature 20 celsius, time 9 hour. Yields the product COC(CCCCCOC=1C=CC2=C(N(C(=N2)S(=O)(=O)CCC)C2=CC=CC=C2)C1)=O (6-[[1-Phenyl-2-propanesulfonyl-1H-benzimidazol-6-yl]oxy]hexanoic acid methyl ester). RXN SMILES: [CH3:1][O:2][C:3](=[O:29])[CH2:4][CH2:5][CH2:6][CH2:7][CH2:8][O:9][C:10]1[CH:11]=[CH:12][C:13]2[N:17]=[C:16](SCCC)[N:15]([C:22]3[CH:27]=[CH:26][CH:25]=[CH:24][CH:23]=3)[C:14]=2[CH:28]=1.Cl[C:31]1[CH:36]=CC=C(C(OO)=O)[CH:32]=1.[S:41]([O:44]S([O-])=O)([O-])=[O:42].[Na+].[Na+]>ClCCl>[CH3:1][O:2][C:3](=[O:29])[CH2:4][CH2:5][CH2:6][CH2:7][CH2:8][O:9][C:10]1[CH:11]=[CH:12][C:13]2[N:17]=[C:16]([S:41]([CH2:32][CH2:31][CH3:36])(=[O:44])=[O:42])[N:15]([C:22]3[CH:23]=[CH:24][CH:25]=[CH:26][CH:27]=3)[C:14]=2[CH:28]=1 |f:2.3.4|. Procedure: 85 mg of 6-[[1-phenyl-2-propylmercapto-1H-benzimidazol-6-yl]oxy]hexanoic acid methyl ester was dissolved in 2 ml of dichloromethane, mixed with 59 mg of m-chloroperbenzoic acid (about 60%), and the mixture was stirred for 9 hours at 20° C. It was mixed with sodium disulfite solution, extracted twice with dichloromethane, the combined organic phases were washed with saturated sodium bicarbonate solution, water and saturated sodium chloride solution, dried on sodium sulfate and concentrated by eva... As a reaction SMILES: [Br-].[C:2]1([C:8]2([C:16]3[CH:21]=[CH:20][CH:19]=[CH:18][CH:17]=3)[CH2:12][CH2:11][O:10][C:9]2=[N+:13]([CH3:15])[CH3:14])[CH:7]=[CH:6][CH:5]=[CH:4][CH:3]=1.[CH3:22][O:23][C@H:24]1[C@@H:29]([NH:30][C:31](=[O:38])[C:32]2[CH:37]=[CH:36][CH:35]=[CH:34][CH:33]=2)[CH2:28][CH2:27][NH:26][CH2:25]1.C(=O)([O-])[O-].[Na+].[Na+].[I-].[K+]>O.CC(C)CC(=O)C>[C:31]([NH:30][C@H:29]1[CH2:28][CH2:27][N:26]([CH2:11][CH2:12][C:8]([C:2]2[CH:7]=[CH:6][CH:5]=[CH:4][CH:3]=2)([C:16]2[CH:21]=[CH:20][CH:19]=[CH:18][CH:17]=2)[C:9]([N:13]([CH3:15])[CH3:14])=[O:10])[CH2:25][C@H:24]1[O:23][CH3:22])(=[O:38])[C:32]1[CH:33]=[CH:34][CH:35]=[CH:36][CH:37]=1 |f:0.1,3.4.5,6.7|. Yield: 35.0%. Procedure: A mixture of 7.6 parts of N-(dihydro-3,3-diphenyl-2(3H)-furanylidene)-N-methylmethanaminium bromide, 4.7 parts of cis-N-(3-methoxy-4-piperidinyl)benzamide, 3.8 parts of sodium carbonate, 0.1 parts of potassium iodide and 240 parts of 4-methyl-2-pentanone was stirred and refluxed for 18 hours using a water-separator. The reaction mixture was cooled to room temperature and washed with water. The organic phase was separated, dried, filtered and evaporated. The oily residue was purified by column-ch... Starting materials: [Br-].C1(=CC=CC=C1)C1(C(OCC1)=[N+](C)C)C1=CC=CC=C1 (N-(dihydro-3,3-diphenyl-2(3H)-furanylidene)-N-methylmethanaminium bromide), CO[C@@H]1CNCC[C@@H]1NC(C1=CC=CC=C1)=O (cis-N-(3-methoxy-4-piperidinyl)benzamide), C([O-])([O-])=O.[Na+].[Na+] (sodium carbonate), [I-].[K+] (potassium iodide). The product is C(C1=CC=CC=C1)(=O)N[C@@H]1[C@@H](CN(CC1)CCC(C(=O)N(C)C)(C1=CC=CC=C1)C1=CC=CC=C1)OC (cis-4-(benzoylamino)-3-methoxy-N,N-dimethyl-α, α-diphenyl-1-piperidinebutanamide). Run in CC(CC(C)=O)C (4-methyl-2-pentanone), O (water). Starting materials: CC(C)([O-])C.[K+] (Potassium tertiary butoxide), C(C)NC(=O)NC=1SC2=C(N1)C=C(C=C2C#CC=2N(C=NC2)C)C=2C=NC(=NC2)N2CCC(CC2)(C(=O)OCC)C (ethyl 1-[5-[2-(ethylcarbamoylamino)-7-[2-(3-methylimidazol-4-yl)ethynyl]-1,3-benzothiazol-5-yl]pyrimidin-2-yl]-4-methyl-piperidine-4-carboxylate). Solvent: CS(=O)C (DMSO). Reaction conditions: time 2 hour. Yields the product C(C)NC(=O)NC=1SC2=C(N1)C=C(C=C2C#CC=2N(C=NC2)C)C=2C=NC(=NC2)N2CCC(CC2)(C(=O)O)C (1-[5-[2-(Ethylcarbamoylamino)-7-[2-(3-methylimidazol-4-yl)ethynyl]-1,3-benzothiazol-5-yl]pyrimidin-2-yl]-4-methyl-piperidine-4-carboxylic acid). Yield: 29.0%. Reaction SMILES: CC(C)([O-])C.[K+].[CH2:7]([NH:9][C:10]([NH:12][C:13]1[S:14][C:15]2[C:21]([C:22]#[C:23][C:24]3[N:25]([CH3:29])[CH:26]=[N:27][CH:28]=3)=[CH:20][C:19]([C:30]3[CH:31]=[N:32][C:33]([N:36]4[CH2:41][CH2:40][C:39]([CH3:47])([C:42]([O:44]CC)=[O:43])[CH2:38][CH2:37]4)=[N:34][CH:35]=3)=[CH:18][C:16]=2[N:17]=1)=[O:11])[CH3:8]>CS(C)=O>[CH2:7]([NH:9][C:10]([NH:12][C:13]1[S:14][C:15]2[C:21]([C:22]#[C:23][C:24]3[N:25]([CH3:29])[CH:26]=[N:27][CH:28]=3)=[CH:20][C:19]([C:30]3[CH:35]=[N:34][C:33]([N:36]4[CH2:37][CH2:38][C:39]([CH3:47])([C:42]([OH:44])=[O:43])[CH2:40][CH2:41]4)=[N:32][CH:31]=3)=[CH:18][C:16]=2[N:17]=1)=[O:11])[CH3:8] |f:0.1|. Reported procedure: Potassium tertiary butoxide (150 mg, 1.35 mmol) was added to a solution of ethyl 1-[5-[2-(ethylcarbamoylamino)-7-[2-(3-methylimidazol-4-yl)ethynyl]-1,3-benzothiazol-5-yl]pyrimidin-2-yl]-4-methyl-piperidine-4-carboxylate in DMSO (1.5 mL). The mixture was stirred at rt for 2 h after which time LCMS indicated clean conversion to the acid. The mixture was filtered through cotton wool to remove solid particulates and purified by preparative-HPLC to give Compound 144 as a white solid, 43 mg, 29% yield... Reactants: BrC1=CC(=C(C(=C1)F)CO)F ((4-bromo-2,6-difluorophenyl)methanol), TEA, CS(=O)(=O)Cl (methylsulfonyl chloride). Solvent: C(Cl)Cl (CH2Cl2). Run at temperature 0 celsius, time 1 hour. Product: CS(=O)(=O)OCC1=C(C=C(C=C1F)Br)F (4-bromo-2,6-difluorobenzyl methanesulfonate). As a reaction SMILES: [Br:1][C:2]1[CH:7]=[C:6]([F:8])[C:5]([CH2:9][OH:10])=[C:4]([F:11])[CH:3]=1.[CH3:12][S:13](Cl)(=[O:15])=[O:14]>C(Cl)Cl>[CH3:12][S:13]([O:10][CH2:9][C:5]1[C:4]([F:11])=[CH:3][C:2]([Br:1])=[CH:7][C:6]=1[F:8])(=[O:15])=[O:14]. Procedure details: To a solution of (4-bromo-2,6-difluorophenyl)methanol (24.8 g, 112.1 mmol) in CH2Cl2 (400 mL) was added TEA (22.68 g, 224.28 mmol) and methylsulfonyl chloride (12.84 mL, 156.9 mmol) at 0° C. The reaction was stirred at 0° C. for 1 h, quenched with aqueous NH4Cl, and diluted with EtOAc. The organic layer was washed with 1N HCl (2×), H2O, brine, dried over MgSO4, and condensed to give the desired compound. The reactants are resultant product, C(CC)[Mg]Cl (propylmagnesium chloride), Cl[SiH]1CCC(CC1)[C@@H]1CC[C@H](CC1)CCCCC1=CC=C(C=C1)C#N (1-chloro-4-(trans-4-(4-(4-cyanophenyl)butyl)cyclohexyl)-1-silacyclohexane). Run in O1CCCC1 (THF), O1CCCC1 (THF), O1CCCC1 (tetrahydrofuran). Product: C(#N)C1=CC=C(C=C1)CCCC[C@@H]1CC[C@H](CC1)[C@@H]1CC[Si@H](CC1)CCC (trans-4-(trans-4-(4-(4-cyanophenyl)butyl)cyclohexyl)-1-propyl-1-silacyclohexane). Yield: 79.0%. As a reaction SMILES: [CH2:1]([Mg]Cl)[CH2:2][CH3:3].Cl[SiH:7]1[CH2:12][CH2:11][CH:10]([C@H:13]2[CH2:18][CH2:17][C@H:16]([CH2:19][CH2:20][CH2:21][CH2:22][C:23]3[CH:28]=[CH:27][C:26]([C:29]#[N:30])=[CH:25][CH:24]=3)[CH2:15][CH2:14]2)[CH2:9][CH2:8]1>O1CCCC1>[C:29]([C:26]1[CH:27]=[CH:28][C:23]([CH2:22][CH2:21][CH2:20][CH2:19][C@H:16]2[CH2:17][CH2:18][C@H:13]([C@H:10]3[CH2:11][CH2:12][Si@H:7]([CH2:1][CH2:2][CH3:3])[CH2:8][CH2:9]3)[CH2:14][CH2:15]2)=[CH:24][CH:25]=1)#[N:30]. Procedure details: 50 ml (0.18 moles) of a tetrahydrofuran (hereinafter referred to simply as THF) solution of 2.5M of propylmagnesium chloride was dropped in a mixed solution of 37.4 g (0.1 mol) of 1-chloro-4-(trans-4-(4-(4-cyanophenyl)butyl)cyclohexyl)-1-silacyclohexane and 300 ml of THF. The resultant product was found to be a mixture of trans and cis isomers with respect to the silacyclohexane ring. The product was subjected to ordinary aftertreatments such as removal of the solvent and salts, followed by isol...